From a dataset of the Open Reaction Database (ORD), a public repository of structured organic reaction records. describe an organic reaction: reactants, conditions, products, and yield Reactants: COC(CCC\C=C/C[C@H]1[C@H](C[C@H]([C@@H]1\C=C\[C@H](C(C\C=C(\C)/Cl)C)OC1OCCCC1)OC1OCCCC1)O)=O ((5Z,13E,18Z)-(8R,9S,11R,12R,15S,16RS)-9-hydroxy-19-chloro-16-methyl-11,15-bis(tetrahydropyran-2-yloxy)-5,13,18-prostatrienoic acid methyl ester), C1(=CC=CC=C1)P(C1=CC=CC=C1)C1=CC=CC=C1 (triphenylphosphine), solution, C(Cl)(Cl)(Cl)Cl (carbon tetrachloride), N1=CC=CC=C1 (pyridine). Solvent: C(C)#N (acetonitrile), CCOCC (ether), CCCCCC (hexane). Conditions: time 10 minute. Product: COC(CCC\C=C/C[C@H]1[C@@H](C[C@H]([C@@H]1\C=C\[C@H](C(C\C=C(\C)/Cl)C)OC1OCCCC1)OC1OCCCC1)Cl)=O ((5Z,13E,18Z)-(8R,9R,11R,12R,15S,16RS)-9,19-Dichloro-16-methyl-11,15-bis(tetrahydropyran-2-yloxy)-5,13,18-prostatrienoic Acid Methyl Ester). As a reaction SMILES: [CH3:1][O:2][C:3](=[O:40])[CH2:4][CH2:5][CH2:6]/[CH:7]=[CH:8]\[CH2:9][C@@H:10]1[C@@H:14](/[CH:15]=[CH:16]/[C@@H:17]([O:25][CH:26]2[CH2:31][CH2:30][CH2:29][CH2:28][O:27]2)[CH:18]([CH3:24])[CH2:19]/[CH:20]=[C:21](\[Cl:23])/[CH3:22])[C@H:13]([O:32][CH:33]2[CH2:38][CH2:37][CH2:36][CH2:35][O:34]2)[CH2:12][C@@H]1O.C1(P(C2C=CC=CC=2)C2C=CC=CC=2)C=CC=CC=1.[C:60]([Cl:64])(Cl)(Cl)Cl.N1C=CC=CC=1>CCOCC.CCCCCC.C(#N)C>[CH3:1][O:2][C:3](=[O:40])[CH2:4][CH2:5][CH2:6]/[CH:7]=[CH:8]\[CH2:9][C@@H:10]1[C@@H:14](/[CH:15]=[CH:16]/[C@@H:17]([O:25][CH:26]2[CH2:31][CH2:30][CH2:29][CH2:28][O:27]2)[CH:18]([CH3:24])[CH2:19]/[CH:20]=[C:21](\[Cl:23])/[CH3:22])[C@H:13]([O:32][CH:33]2[CH2:38][CH2:37][CH2:36][CH2:35][O:34]2)[CH2:12][C@H:60]1[Cl:64]. Reported procedure: A solution of 1.16 g of (5Z,13E,18Z)-(8R,9S,11R,12R,15S,16RS)-9-hydroxy-19-chloro-16-methyl-11,15-bis(tetrahydropyran-2-yloxy)-5,13,18-prostatrienoic acid methyl ester, 785 mg of triphenylphosphine, and 15 ml of a solution of 0.97 ml of carbon tetrachloride, 0.79 ml of pyridine, and 48 ml of acetonitrile was stirred under argon at room temperature for 65 hours. The mixture was then diluted with 15 ml of ether and 30 ml of hexane, further stirred for 10 minutes, and filtered. The evaporation resi... The reactants are ClCCl, CCOC(=O)c1c(CC)ncnc1NCCc1ccc(CCSC)cc1, O=C(OO)c1cccc(Cl)c1, [Na+], [OH-]. Yields the product CCOC(=O)c1c(CC)ncnc1NCCc1ccc(CCS(C)=O)cc1. As a reaction SMILES: [CH2:40]([Cl:41])[Cl:42].[CH3:1][S:2][CH2:3][CH2:4][c:5]1[cH:6][cH:7][c:8]([CH2:11][CH2:12][NH:13][c:14]2[n:15][cH:16][n:17][c:18]([CH2:25][CH3:26])[c:19]2[C:20](=[O:21])[O:22][CH2:23][CH3:24])[cH:9][cH:10]1.[Cl:27][c:28]1[cH:29][cH:30][cH:31][c:32]([C:33]([O:34][OH:36])=[O:35])[cH:37]1.[Na+:39].[OH-:38]>>[CH3:1][S:2]([CH2:3][CH2:4][c:5]1[cH:6][cH:7][c:8]([CH2:11][CH2:12][NH:13][c:14]2[n:15][cH:16][n:17][c:18]([CH2:25][CH3:26])[c:19]2[C:20](=[O:21])[O:22][CH2:23][CH3:24])[cH:9][cH:10]1)=[O:35]. Reactants: O (water), COC(=O)C1=CC=C(CNC(=S)N)C=C1 (1-(4-methoxycarbonylbenzyl)-2-thiourea), C([O-])(O)=O.[Na+] (sodium bicarbonate), BrCC(=O)C1=CC=C(C=C1)[N+](=O)[O-] (2-bromo-4′-nitroacetophenone). The solvent is CCCCCC (n-hexane), C(C)#N (acetonitrile). Conditions: time 1 hour. Yields the product [N+](=O)([O-])C1=CC=C(C=C1)C=1N=C(SC1)NCC1=CC=C(C(=O)OC)C=C1 (methyl 4-((4-(4-nitrophenyl)-2-thiazolyl)aminomethyl)benzoate). Isolated yield 89.9%. Reaction SMILES: [CH3:1][O:2][C:3]([C:5]1[CH:15]=[CH:14][C:8]([CH2:9][NH:10][C:11]([NH2:13])=[S:12])=[CH:7][CH:6]=1)=[O:4].Br[CH2:17][C:18]([C:20]1[CH:25]=[CH:24][C:23]([N+:26]([O-:28])=[O:27])=[CH:22][CH:21]=1)=O.C(=O)(O)[O-].[Na+].O>C(#N)C.CCCCCC>[N+:26]([C:23]1[CH:24]=[CH:25][C:20]([C:18]2[N:13]=[C:11]([NH:10][CH2:9][C:8]3[CH:14]=[CH:15][C:5]([C:3]([O:2][CH3:1])=[O:4])=[CH:6][CH:7]=3)[S:12][CH:17]=2)=[CH:21][CH:22]=1)([O-:28])=[O:27] |f:2.3|. Reported procedure: To a suspension of 1-(4-methoxycarbonylbenzyl)-2-thiourea (138.0 g, 0.554 mol) obtained in Example 1(1) in acetonitrile (1380 ml, 10.0 v/w) were successively added 2-bromo-4′-nitroacetophenone (124.1 g, 0.554 mol) and sodium bicarbonate (46.9 g, 0.559 mol), and the mixture was heated under reflux for 2 hr. After cooling to room temperature, water (1380 ml, 10.0 v/w) and n-hexane (690 ml, 5.0 v/w) were successively added and the mixture was stirred for 1 hr. The precipitated crystals were collect... Reactants: S(O)(O)(=O)=O (Sulfuric acid), BrC1=NC(=CC=C1)C(=O)O (2-bromo-6-pyridine-carboxylic acid), C(C)O (ethanol). Run in C1(=CC=CC=C1)C (toluene). Yields the product C(C)OC(=O)C1=CC=CC(=N1)Br (2-Bromo-6-pyridine-carboxylic acid ethyl ester), solid. RXN SMILES: S(=O)(=O)(O)O.[Br:6][C:7]1[CH:12]=[CH:11][CH:10]=[C:9]([C:13]([OH:15])=[O:14])[N:8]=1.[CH2:16](O)[CH3:17]>C1(C)C=CC=CC=1>[CH2:16]([O:14][C:13]([C:9]1[N:8]=[C:7]([Br:6])[CH:12]=[CH:11][CH:10]=1)=[O:15])[CH3:17]. Procedure details: Sulfuric acid (1.46 mL) was added to a mixture of 2-bromo-6-pyridine-carboxylic acid, ethanol (15 mL) and toluene (30 mL). The reaction heated to reflux for 16 h. The mixture was partitioned between chloroform and a saturated aqueous solution of sodium bicarbonate. The aqueous layer was extracted with chloroform (2 x) and the combined organic layers were dried over sodium sulfate, filtered and concentrated to yield a cloudy orange oil. The oil was purified by silica gel chromatography with 9:1 h... Starting materials: COC1=CC=C(C=C1)O (4-Methoxyphenol), C1=CC=C(C=C1)P(C2=CC=CC=C2)C3=CC=CC=C3 (PPh3), CCOC(=O)/N=N/C(=O)OCC (DEAD), ClC1=CC=C(CN2C(C=CC(=C2)CO)=O)C=C1 (1-(4-chlorobenzyl)-5-(hydroxymethyl)pyridin-2(1H)-one). The solvent is C1CCOC1 (THF). Conditions: time 8 hour. Product: ClC1=CC=C(CN2C(C=CC(=C2)COC2=CC=C(C=C2)OC)=O)C=C1 (1-(4-chlorobenzyl)-5-((4-methoxyphenoxy)methyl)pyridin-2(1H)-one). Yield: 42.2%. Reaction SMILES: [CH3:1][O:2][C:3]1[CH:8]=[CH:7][C:6](O)=[CH:5][CH:4]=1.C1C=CC(P(C2C=CC=CC=2)C2C=CC=CC=2)=CC=1.CCOC(/N=N/C(OCC)=O)=O.[Cl:41][C:42]1[CH:57]=[CH:56][C:45]([CH2:46][N:47]2[CH:52]=[C:51]([CH2:53][OH:54])[CH:50]=[CH:49][C:48]2=[O:55])=[CH:44][CH:43]=1>C1COCC1>[Cl:41][C:42]1[CH:43]=[CH:44][C:45]([CH2:46][N:47]2[CH:52]=[C:51]([CH2:53][O:54][C:6]3[CH:7]=[CH:8][C:3]([O:2][CH3:1])=[CH:4][CH:5]=3)[CH:50]=[CH:49][C:48]2=[O:55])=[CH:56][CH:57]=1. Procedure details: According to Scheme 16 Method B: 4-Methoxyphenol (1.5 eq, 0.68 mmol, 84.3 mg), PPh3 (2.0 eq, 0.91 mmol, 0.30 g) and DEAD (2 eq, 0.91 mmol, 0.16 g) were added to a solution of 1-(4-chlorobenzyl)-5-(hydroxymethyl)pyridin-2(1H)-one (1 eq, 0.45 mmol, 0.11 g) in THF (5 mL). The reaction mixture was stirred overnight at room temperature. After evaporation of the solvent, the reaction mixture was diluted with water. The organic layer washed with saturated NaHCO3 solution, dried over Na2SO4, filtered an... Reactants: NC1=CC=CC=C1 (aniline), O.O.O.NC1=C(C(=O)O)C(=CC=C1)C(F)(F)F (2-amino-6-(trifluoromethyl)-benzoic acid trihydrate), polystyrene carbodiimide. The solvent is C1CCOC1 (THF). Reaction conditions: time 18 hour. The product is NC1=C(C(=O)NC2=CC=CC=C2)C(=CC=C1)C(F)(F)F (2-amino-N-phenyl-6-trifluoromethyl-benzamide). Reaction SMILES: [NH2:1][C:2]1[CH:7]=[CH:6][CH:5]=[CH:4][CH:3]=1.O.O.O.[NH2:11][C:12]1[CH:20]=[CH:19][CH:18]=[C:17]([C:21]([F:24])([F:23])[F:22])[C:13]=1[C:14]([OH:16])=O>C1COCC1>[NH2:11][C:12]1[CH:20]=[CH:19][CH:18]=[C:17]([C:21]([F:24])([F:23])[F:22])[C:13]=1[C:14]([NH:1][C:2]1[CH:7]=[CH:6][CH:5]=[CH:4][CH:3]=1)=[O:16] |f:1.2.3.4|. Procedure: 2-amino-N-phenyl-6-trifluoromethyl-benzamide was prepared by addition of aniline (1.0 eq.) to a suspension of 2-amino-6-(trifluoromethyl)-benzoic acid trihydrate (1.0 g, 4.0 mmol, 1.3 eq.) and polystyrene-carbodiimide (3.6 g, 1.1-1.7 eq.) in THF (40 mL). The reaction was stirred at ambient temperature for 18 hours, then filtered. The filtrate was concentrated in vacuo and purified by flash chromatography to provide 2-amino-N-phenyl-6-trifluoromethyl-benzamide as a yellow solid. The reactants are C(C1=CC=CC=C1)N1C[C@@H](N(CC1)C(=O)OC(C)(C)C)CCOC (4-benzyl-1-tert-butoxycarbonyl-2(S)-(2-methoxyethyl)piperazine). The reagents and catalysts are [Pd] (palladium on carbon). Product: C(C)(C)(C)OC(=O)N1[C@H](CNCC1)CCOC (1-tert-Butoxycarbonyl-2(S)-(2-methoxyethyl)piperazine), oil. RXN SMILES: C([N:8]1[CH2:13][CH2:12][N:11]([C:14]([O:16][C:17]([CH3:20])([CH3:19])[CH3:18])=[O:15])[C@@H:10]([CH2:21][CH2:22][O:23][CH3:24])[CH2:9]1)C1C=CC=CC=1>[Pd]>[C:17]([O:16][C:14]([N:11]1[CH2:12][CH2:13][NH:8][CH2:9][C@@H:10]1[CH2:21][CH2:22][O:23][CH3:24])=[O:15])([CH3:20])([CH3:19])[CH3:18]. Procedure details: The title compound was prepared according to the procedure described in Example 2, Step C, except using 4-benzyl-1-tert-butoxycarbonyl-2(S)-(2-methoxyethyl)piperazine (0.280 g, 0.83 mmol) and 10% palladium on carbon (80 mg). The title compound was obtained as an oil (179 mg). NMR (CD3OD, 300 MHz) δ 4.17 (1H, m), 3.81 (1H, dd, J=3, 13 Hz), 3.38 (2H, t, J=6 Hz), 2.82-3.02 (2H, m), 2.77 (2H, ABq, J=4, 13 Hz), 2.59 (1H, dt, J=4, 7 Hz), 2.04 (1H, m), 1.84 (1H, m), 1.46 (9H, s). Reactants: hydrochloride salt, Cl.CCO (HCl EtOH), C(C=C)N1N=C(N=C1C=1C=C(C=O)C=CC1)C1=CC=C(C=C1)OC (3-[2-allyl-5-(4-methoxy-phenyl)-2H-[1,2,4]triazol-3-yl]-benzaldehyde), C(C=C)N1N=C(N=C1C1=CC=C(C=C1)OC)C=1C=C(C=O)C=CC1 (3-[1-allyl-5-(4-methoxy-phenyl)-1H-[1,2,4]triazol-3-yl]-benzaldehyde), N1CCCC1 (pyrrolidine), C(C)(=O)O (acetic acid), C(C)(=O)O[BH-](OC(C)=O)OC(C)=O.[Na+] (sodium triacetoxyborohydride), aldehyde. Solvent: C1CCOC1 (THF), C(C)O (ethanol). Conditions: time 15 minute. Product: Cl.C(C=C)N1N=C(N=C1C1=CC(=CC=C1)CN1CCCC1)C1=CC=C(C=C1)OC (1-Allyl-3-(4-methoxy-phenyl)-5-(3-pyrrolidin-1-ylmethyl-phenyl)-1H-[1,2,4]triazole hydrochloride). Yield: 32.4%. Reaction SMILES: [CH2:1]([N:4]1[C:8]([C:9]2[CH:10]=[C:11]([CH:14]=[CH:15][CH:16]=2)[CH:12]=O)=[N:7][C:6]([C:17]2[CH:22]=[CH:21][C:20]([O:23][CH3:24])=[CH:19][CH:18]=2)=[N:5]1)[CH:2]=[CH2:3].C([N:28]1[C:32]([C:33]2[CH:38]=[CH:37]C(OC)=CC=2)=NC(C2C=C(C=CC=2)C=O)=N1)C=C.N1CCCC1.C(O)(=O)C.C(O[BH-](OC(=O)C)OC(=O)C)(=O)C.[Na+].[ClH:72].CCO>C1COCC1.C(O)C>[ClH:72].[CH2:1]([N:4]1[C:8]([C:9]2[CH:16]=[CH:15][CH:14]=[C:11]([CH2:12][N:28]3[CH2:32][CH2:33][CH2:38][CH2:37]3)[CH:10]=2)=[N:7][C:6]([C:17]2[CH:22]=[CH:21][C:20]([O:23][CH3:24])=[CH:19][CH:18]=2)=[N:5]1)[CH:2]=[CH2:3] |f:4.5,6.7,10.11|. Procedure: A solution of mixture of 3-[2-allyl-5-(4-methoxy-phenyl)-2H-[1,2,4]triazol-3-yl]-benzaldehyde and 3-[1-allyl-5-(4-methoxy-phenyl)-1H-[1,2,4]triazol-3-yl]-benzaldehyde (1:1) (60 mg, 0.19 mmol), pyrrolidine (19 μl, 5 0.23 mmol) and acetic acid (13 μl, 0.023 mmol) in THF (5 ml) was stirred for 15 min at r.t then sodium triacetoxyborohydride (59 mg, 0.28 mmol) was added in a single portion. This mixture was allowed to react at r.t. under argon until all the aldehyde had been consumed (ca. 1.5 hr). S... Reactants: CN(C=O)C (N,N-dimethylformamide), BrC=1C=CC(=C(C1)O)OCOC (5-bromo-2-methoxymethoxyphenol), C([O-])([O-])=O.[K+].[K+] (potassium carbonate), C1(CCC1)Br (cyclobutyl bromide). Run in O (water). Conditions: temperature 100 celsius, time 5 hour. Yields the product BrC1=CC(=C(C=C1)OCOC)OC1CCC1 (4-Bromo-2-cyclobutoxy-1-methoxymethoxybenzene). Yield: 65.9%. Reaction SMILES: CN(C)C=O.[Br:6][C:7]1[CH:8]=[CH:9][C:10]([O:14][CH2:15][O:16][CH3:17])=[C:11]([OH:13])[CH:12]=1.C(=O)([O-])[O-].[K+].[K+].[CH:24]1(Br)[CH2:27][CH2:26][CH2:25]1>O>[Br:6][C:7]1[CH:8]=[CH:9][C:10]([O:14][CH2:15][O:16][CH3:17])=[C:11]([O:13][CH:24]2[CH2:27][CH2:26][CH2:25]2)[CH:12]=1 |f:2.3.4|. Reported procedure: To 10 ml of N,N-dimethylformamide solution containing 1.73 g (7.4 mmol) of 5-bromo-2-methoxymethoxyphenol obtained in Reference Example 5-(b) were added 1.0 g (7.2 mmol) of potassium carbonate and 1.0 g (7.4 mmol) of cyclobutyl bromide, and the mixture was stirred at 100° C. for 5 hours. After completion of the reaction, 10 ml of water was added to the reaction mixture, and the mixture was extracted with ethyl acetate. The organic layer after separation was washed with a saturated aqueous soluti... Reactants: SCc1ccccc1, Cc1ccccc1, O=C(O)c1ccc([N+](=O)[O-])cc1, S=P12SP3(=S)SP(=S)(S1)SP(=S)(S2)S3. The product is O=[N+]([O-])c1ccc(C(=S)SCc2ccccc2)cc1. As a reaction SMILES: [CH2:13]([c:14]1[cH:15][cH:16][cH:17][cH:18][cH:19]1)[SH:20].[CH3:35][c:36]1[cH:37][cH:38][cH:39][cH:40][cH:41]1.[OH:1][C:2](=[O:3])[c:4]1[cH:5][cH:6][c:7]([N+:10]([O-:11])=[O:12])[cH:8][cH:9]1.[P:21]12(=[S:22])[S:23][P:24]3(=[S:34])[S:25][P:26](=[S:32])([S:27][P:28](=[S:31])([S:29]3)[S:30]1)[S:33]2>>[C:2]([c:4]1[cH:5][cH:6][c:7]([N+:10]([O-:11])=[O:12])[cH:8][cH:9]1)([S:20][CH2:13][c:14]1[cH:15][cH:16][cH:17][cH:18][cH:19]1)=[S:22].